Dataset: the Open Reaction Database (ORD), a public repository of structured organic reaction records. Task: describe an organic reaction: reactants, conditions, products, and yield The reactants are CC1=C(N=C(N1)C=1C=NC=CC1)C(C)=O (1-[5-methyl-2-(3-pyridinyl)-1H-imidazol-4-yl]ethanone), BrBr (bromine). Run in Br (hydrobromic acid). Reaction conditions: temperature 80 celsius, time 10 minute. Yields the product Br.Br.BrCC(=O)C=1N=C(NC1C)C=1C=NC=CC1 (2-bromo-1-[5-methyl-2-(3-pyridinyl)-1H-imidazol-4-yl]ethanone, dihydrobromide). RXN SMILES: [CH3:1][C:2]1[NH:6][C:5]([C:7]2[CH:8]=[N:9][CH:10]=[CH:11][CH:12]=2)=[N:4][C:3]=1[C:13](=[O:15])[CH3:14].[Br:16]Br>Br>[BrH:16].[BrH:16].[Br:16][CH2:14][C:13]([C:3]1[N:4]=[C:5]([C:7]2[CH:8]=[N:9][CH:10]=[CH:11][CH:12]=2)[NH:6][C:2]=1[CH3:1])=[O:15] |f:3.4.5|. Procedure details: To a stirred solution of 10 g of 1-[5-methyl-2-(3-pyridinyl)-1H-imidazol-4-yl]ethanone in 60 ml of 48% hydrobromic acid at 80° C. was added, dropwise during 5-10 minutes, 2.8 ml of bromine. After addition was complete, the mixture was stirred at 80° C. for 10 minutes, then allowed to cool to room temperature. The resulting solid was collected, washed with three 25 ml portions of acetone and dried, giving 13.4 g of 2-bromo-1-[5-methyl-2-(3-pyridinyl)-1H-imidazol-4-yl]ethanone, dihydrobromide. Reactants: C(\C=C/C(=O)O)(=O)O (maleic acid), CN1C(CCC1)=O (N-methylpyrrolidone), CC=1C=CC(=CC1NC=2N=CC=C(N2)C=3C=CC=NC3)C(=O)NC=4C=C(C=C(C4)N5C=C(N=C5)C)C(F)(F)F (Nilotinib), CN1C(CCC1)=O (N-methylpyrrolidone). Solvent: CC(C)(C)OC (MTBE). Run at temperature 40 celsius, time 5 minute. The product is CC=1C=CC(=CC1NC=2N=CC=C(N2)C=3C=CC=NC3)C(=O)NC=4C=C(C=C(C4)N5C=C(N=C5)C)C(F)(F)F.C(\C=C/C(=O)[O-])(=O)[O-] (Nilotinib maleate), IV. The yield is 74.0%. Reaction SMILES: [CH3:1][C:2]1[CH:3]=[CH:4][C:5]([C:21]([NH:23][C:24]2[CH:25]=[C:26]([C:36]([F:39])([F:38])[F:37])[CH:27]=[C:28]([N:30]3[CH:34]=[N:33][C:32]([CH3:35])=[CH:31]3)[CH:29]=2)=[O:22])=[CH:6][C:7]=1[NH:8][C:9]1[N:10]=[CH:11][CH:12]=[C:13]([C:15]2[CH:16]=[CH:17][CH:18]=[N:19][CH:20]=2)[N:14]=1.CN1CCCC1=O.[C:47]([OH:54])(=[O:53])/[CH:48]=[CH:49]\[C:50]([OH:52])=[O:51]>CC(OC)(C)C>[CH3:1][C:2]1[CH:3]=[CH:4][C:5]([C:21]([NH:23][C:24]2[CH:25]=[C:26]([C:36]([F:38])([F:39])[F:37])[CH:27]=[C:28]([N:30]3[CH:34]=[N:33][C:32]([CH3:35])=[CH:31]3)[CH:29]=2)=[O:22])=[CH:6][C:7]=1[NH:8][C:9]1[N:10]=[CH:11][CH:12]=[C:13]([C:15]2[CH:16]=[CH:17][CH:18]=[N:19][CH:20]=2)[N:14]=1.[C:47]([O-:54])(=[O:53])/[CH:48]=[CH:49]\[C:50]([O-:52])=[O:51] |f:4.5|. Procedure: Nilotinib base (3.85 g, 7.27 mmol) was suspended in TFE (19 ml, 5V) and the mixture was heated to 40° C. with stirring. To the resulting cloudy yellow solution, maleic acid (0.84 g, 7.27 mmol) was added in one portion, followed by TFE (19 ml, 5V) at 45-50° C. Dissolution of the solid was achieved after about 5 min stirring at the same temperature. The resulting clear yellow solution was then stirred at 45° C. for about 3 h, and then at room temperature overnight (about 19 h). MTBE (10V) was adde... Starting materials: [Br-], [Br-], [Br-], O=C([O-])[O-], CCCC[N+](CCCC)(CCCC)CCCC, CCCC[N+](CCCC)(CCCC)CCCC, CCCC[N+](CCCC)(CCCC)CCCC, CC#N, Cc1cccc(N)c1S(C)(=O)=O, [K+], [K+]. The product is Cc1c(Br)ccc(N)c1S(C)(=O)=O. RXN SMILES: [Br-:19].[Br-:20].[Br-:21].[C:1](=[O:2])([O-:3])[O-:4].[CH2:22]([N+:23]([CH2:24][CH2:25][CH2:26][CH3:27])([CH2:28][CH2:29][CH2:30][CH3:31])[CH2:32][CH2:33][CH2:34][CH3:35])[CH2:36][CH2:37][CH3:38].[CH2:39]([N+:40]([CH2:41][CH2:42][CH2:43][CH3:44])([CH2:45][CH2:46][CH2:47][CH3:48])[CH2:49][CH2:50][CH2:51][CH3:52])[CH2:53][CH2:54][CH3:55].[CH2:56]([N+:57]([CH2:58][CH2:59][CH2:60][CH3:61])([CH2:62][CH2:63][CH2:64][CH3:65])[CH2:66][CH2:67][CH2:68][CH3:69])[CH2:70][CH2:71][CH3:72].[CH3:73][C:74]#[N:75].[CH3:7][c:8]1[c:9]([S:15](=[O:16])(=[O:17])[CH3:18])[c:10]([NH2:11])[cH:12][cH:13][cH:14]1.[K+:5].[K+:6]>>[CH3:7][c:8]1[c:9]([S:15](=[O:16])(=[O:17])[CH3:18])[c:10]([NH2:11])[cH:12][cH:13][c:14]1[Br:19]. The reactants are C(C)(=O)NC1=C(C=C(C=C1[N+](=O)[O-])Br)C(F)(F)F (2-acetamido-5-bromo-3-nitrobenzotrifluoride). The solvent is Cl (HCl). Yields the product NC1=C(C=C(C=C1[N+](=O)[O-])Br)C(F)(F)F (2-amino-5-bromo-3-nitrobenzotrifluoride). Isolated yield 72.8%. Reaction SMILES: C([NH:4][C:5]1[C:10]([N+:11]([O-:13])=[O:12])=[CH:9][C:8]([Br:14])=[CH:7][C:6]=1[C:15]([F:18])([F:17])[F:16])(=O)C>Cl>[NH2:4][C:5]1[C:10]([N+:11]([O-:13])=[O:12])=[CH:9][C:8]([Br:14])=[CH:7][C:6]=1[C:15]([F:18])([F:16])[F:17]. Procedure details: A mixture of 2-acetamido-5-bromo-3-nitrobenzotrifluoride (400 mg, 1.258 mmol) in concentrated HCl (3.5 mL) was refluxed overnight, then it was extracted by ethyl acetate (2×3 mL). The extract was dried over Mg2SO4 and evaporated to give 261 mg (75.6%) of 2-amino-5-bromo-3-nitrobenzotrifluoride. 1H NMR (CDCl3): δ 6.663 (S, 2H); 7.825 (d, 1H, J=1.2 Hz); 8.487 (d, 1H, J=1.2 Hz). Reactants: C([O-])([O-])=O.[K+].[K+] (potassium carbonate), C(=O)(OC(C)(C)C)OC(=O)OC(C)(C)C (di-tert-butyl dicarbonate), N-BOC, COC1=CC=C(CN2N=NC(=C2)CN)C=C1 (C-[1-(4-methoxy-benzyl)-1H-[1,2,3]triazol-4-yl]-methylamine), COC1=CC=C(CN2N=NC=C2CN)C=C1 (C-[3-(4-methoxy-benzyl)-3H-[1,2,3]triazol-4-yl]-methylamine), C(=O)C1=CC=C(C=C1)B(O)O (4-formylphenylboronic acid), COC1=CC=C(CN2N=NC(=C2)CNCC2=CC=C(C=C2)B(O)O)C=C1 (4-({[1-(4-methoxy-benzyl)-1H-[1,2,3]triazol-4-ylmethyl]-amino}-methyl)-phenylboronic acid), COC1=CC=C(CN2N=NC=C2CNCC2=CC=C(C=C2)B(O)O)C=C1 (4-({[3-(4-methoxy-benzyl)-3H-[1,2,3]triazol-4-ylmethyl]-amino}-methyl)-phenylboronic acid), C(C)(=O)O[BH-](OC(C)=O)OC(C)=O.[Na+] (Sodium triacetoxyborohydride). The solvent is O (water), O1CCCC1 (tetrahydrofuran), O (water), C(C)(=O)OCC (ethyl acetate). Conditions: time 10 minute. The product is C(C)(C)(C)OC(=O)N(CC=1N=NN(C1)CC1=CC=C(C=C1)OC)CC1=CC=C(C=C1)B(O)O (4-({tert-butoxycarbonyl-[1-(4-methoxy-benzyl)-1H-[1,2,3]triazol-4-ylmethyl]-amino}-methyl)-phenylboronic acid), C(C)(C)(C)OC(=O)N(CC=1N(N=NC1)CC1=CC=C(C=C1)OC)CC1=CC=C(C=C1)B(O)O (4-({tert-butoxycarbonyl-[3-(4-methoxy-benzyl)-3H-[1,2,3]triazol-4-ylmethyl]-amino}-methyl)-phenylboronic acid). Isolated yield 97.3%. Reaction SMILES: [CH3:1][O:2][C:3]1[CH:16]=[CH:15][C:6]([CH2:7][N:8]2[CH:12]=[C:11]([CH2:13][NH2:14])[N:10]=[N:9]2)=[CH:5][CH:4]=1.CO[C:19]1[CH:32]=[CH:31][C:22]([CH2:23][N:24]2[C:28](CN)=CN=N2)=[CH:21][CH:20]=1.[CH:33]([C:35]1[CH:40]=[CH:39][C:38]([B:41]([OH:43])[OH:42])=[CH:37][CH:36]=1)=O.C([O:47][BH-:48](OC(=O)C)[O:49]C(=O)C)(=O)C.[Na+].COC1C=CC(CN2C=C(CNCC3C=CC(B(O)O)=CC=3)N=N2)=CC=1.COC1C=CC(CN2C(CNCC3C=CC(B(O)O)=CC=3)=CN=N2)=CC=1.C(=O)([O-])[O-].[K+].[K+].[C:116](OC(OC(C)(C)C)=O)([O:118][C:119]([CH3:122])([CH3:121])[CH3:120])=[O:117]>O1CCCC1.O.C(OCC)(=O)C>[C:119]([O:118][C:116]([N:14]([CH2:33][C:35]1[CH:40]=[CH:39][C:38]([B:41]([OH:43])[OH:42])=[CH:37][CH:36]=1)[CH2:13][C:11]1[N:10]=[N:9][N:8]([CH2:7][C:6]2[CH:5]=[CH:4][C:3]([O:2][CH3:1])=[CH:16][CH:15]=2)[CH:12]=1)=[O:117])([CH3:122])([CH3:121])[CH3:120].[C:119]([O:118][C:116]([N:24]([CH2:23][C:22]1[CH:21]=[CH:20][C:19]([B:48]([OH:49])[OH:47])=[CH:32][CH:31]=1)[CH2:28][C:12]1[N:8]([CH2:7][C:6]2[CH:5]=[CH:4][C:3]([O:2][CH3:1])=[CH:16][CH:15]=2)[N:9]=[N:10][CH:11]=1)=[O:117])([CH3:122])([CH3:121])[CH3:120] |f:3.4,7.8.9|. Procedure: A solution of the regioisomeric C-[1-(4-methoxy-benzyl)-1H-[1,2,3]triazol-4-yl]-methylamine and C-[3-(4-methoxy-benzyl)-3H-[1,2,3]triazol-4-yl]-methylamine (1003 and 1004, 20.06 g, 92.0 mmol) in tetrahydrofuran (THF, 300 mL) was treated with 4-formylphenylboronic acid (13.11 g, 87.4 mmol, 0.95 equiv) at room temperature, and the resulting reaction mixture was stirred at room temperature for 10 min. Sodium triacetoxyborohydride (NaB(OAc)3H, 29.25 g, 138.0 mmol, 1.5 equiv) was then added to the re... Reactants: FC(C(=O)O)(F)F (Trifluoroacetic acid), N1(CCCC1)C12C(CN(CC1)C(=O)OC(C)(C)C)C(=NO2)C(=O)OCC (5-tert-butyl 3-ethyl 7a-(pyrrolidin-1-yl)-3a,4,7,7a-tetrahydroisoxazolo[4,5-c]pyridine-3,5(6H)-dicarboxylate), C(=O)(O)[O-].[Na+] (NaHCO3). The solvent is C(Cl)Cl (DCM). Reaction conditions: temperature 0 celsius, time 16 hour. Product: O1N=C(C=2CNCCC21)C(=O)OCC (Ethyl 4,5,6,7-tetrahydroisoxazolo[4,5-c]pyridine-3-carboxylate). Isolated yield 62.0%. RXN SMILES: FC(F)(F)C(O)=O.N1([C:13]23[O:28][N:27]=[C:26]([C:29]([O:31][CH2:32][CH3:33])=[O:30])[CH:14]2[CH2:15][N:16](C(OC(C)(C)C)=O)[CH2:17][CH2:18]3)CCCC1.C([O-])(O)=O.[Na+]>C(Cl)Cl>[O:28]1[C:13]2[CH2:18][CH2:17][NH:16][CH2:15][C:14]=2[C:26]([C:29]([O:31][CH2:32][CH3:33])=[O:30])=[N:27]1 |f:2.3|. Procedure details: Trifluoroacetic acid (6.67 ml, 89.9 mmol) was added at 0° C. to a solution of 5-tert-butyl 3-ethyl 7a-(pyrrolidin-1-yl)-3a,4,7,7a-tetrahydroisoxazolo[4,5-c]pyridine-3,5(6H)-dicarboxylate (5.5 g, 14.98 mmol) in DCM (100 ml), and the mixture was stirred for 16 hours under reflux. Cooling to 0° C. was then carried out and NaHCO3 solution was added. The phases were separated and the aqueous phase was extracted with dichloromethane. The combined organic phases were dried over Na2SO4, filtered and con...